Dataset: the Open Reaction Database (ORD), a public repository of structured organic reaction records. Task: describe an organic reaction: reactants, conditions, products, and yield Starting materials: [Br-].[Br-].C1(=CC=CC=C1)P(C1=CC=CC=C1)C1=CC=CC=C1 (Triphenylphosphane dibromide), C(C)#N (acetonitrile), C(C)#N (acetonitrile), O1C=C(C2=C1C=CC=C2)CCO (2-(benzofuran-3-yl)ethanol). Run in C1CCCCC1 (cyclohexane). Conditions: time 12 hour. Yields the product BrCCC1=COC2=C1C=CC=C2 (3-(2-bromoethyl)benzofuran). The yield is 83.8%. As a reaction SMILES: [Br-:1].[Br-].C1(P(C2C=CC=CC=2)C2C=CC=CC=2)C=CC=CC=1.C(#N)C.[O:25]1[C:29]2[CH:30]=[CH:31][CH:32]=[CH:33][C:28]=2[C:27]([CH2:34][CH2:35]O)=[CH:26]1>C1CCCCC1>[Br:1][CH2:35][CH2:34][C:27]1[C:28]2[CH:33]=[CH:32][CH:31]=[CH:30][C:29]=2[O:25][CH:26]=1 |f:0.1.2|. Procedure: Triphenylphosphane dibromide (5.52 g, 14.4 mmoles) was suspended in abs. acetonitrile (15 ml) under argon, the suspension was brought to 19° C. in a water-bath and 2-(benzofuran-3-yl)ethanol (2.11 g, 13.1 mmoles) in abs. acetonitrile (7 ml) was added in the course of 15 min. During the addition the temperature of the reaction mixture was kept between 19 and 21° C. The mixture was then left to stand for 12 hours without further cooling. The reaction mixture was filtered and the filtrate obtained ...